The task is: describe an organic reaction: reactants, conditions, products, and yield. This data is from the Open Reaction Database (ORD), a public repository of structured organic reaction records. Starting materials: O=C(O)C1CCN(Cc2ccc(Nc3ncc(Br)cn3)cc2)CC1, O=C([O-])[O-], C1COCCO1, CC1(C)OB(c2ccc(OC(F)F)cc2)OC1(C)C, [Na+], [Na+], c1ccc(P(c2ccccc2)(c2ccccc2)[Pd](P(c2ccccc2)(c2ccccc2)c2ccccc2)(P(c2ccccc2)(c2ccccc2)c2ccccc2)P(c2ccccc2)(c2ccccc2)c2ccccc2)cc1. Yields the product O=C(O)C1CCN(Cc2ccc(Nc3ncc(-c4ccc(OC(F)F)cc4)cn3)cc2)CC1. Reaction SMILES: [Br:1][c:2]1[cH:3][n:4][c:5]([NH:8][c:9]2[cH:10][cH:11][c:12]([CH2:13][N:14]3[CH2:15][CH2:16][CH:17]([C:20](=[O:21])[OH:22])[CH2:18][CH2:19]3)[cH:23][cH:24]2)[n:6][cH:7]1.[C:44](=[O:45])([O-:46])[O-:47].[CH2:50]1[O:51][CH2:52][CH2:53][O:54][CH2:55]1.[F:25][CH:26]([O:27][c:28]1[cH:29][cH:30][c:31]([B:34]2[O:35][C:36]([CH3:37])([CH3:38])[C:39]([CH3:40])([CH3:41])[O:42]2)[cH:32][cH:33]1)[F:43].[Na+:48].[Na+:49].[cH:56]1[cH:57][cH:58][c:59]([P:60]([Pd:61]([P:62]([c:63]2[cH:64][cH:65][cH:66][cH:67][cH:68]2)([c:69]2[cH:70][cH:71][cH:72][cH:73][cH:74]2)[c:75]2[cH:76][cH:77][cH:78][cH:79][cH:80]2)([P:81]([c:82]2[cH:83][cH:84][cH:85][cH:86][cH:87]2)([c:88]2[cH:89][cH:90][cH:91][cH:92][cH:93]2)[c:94]2[cH:95][cH:96][cH:97][cH:98][cH:99]2)[P:100]([c:101]2[cH:102][cH:103][cH:104][cH:105][cH:106]2)([c:107]2[cH:108][cH:109][cH:110][cH:111][cH:112]2)[c:113]2[cH:114][cH:115][cH:116][cH:117][cH:118]2)([c:119]2[cH:120][cH:121][cH:122][cH:123][cH:124]2)[c:125]2[cH:126][cH:127][cH:128][cH:129][cH:130]2)[cH:131][cH:132]1>>[c:2]1(-[c:31]2[cH:30][cH:29][c:28]([O:27][CH:26]([F:25])[F:43])[cH:33][cH:32]2)[cH:3][n:4][c:5]([NH:8][c:9]2[cH:10][cH:11][c:12]([CH2:13][N:14]3[CH2:15][CH2:16][CH:17]([C:20](=[O:21])[OH:22])[CH2:18][CH2:19]3)[cH:23][cH:24]2)[n:6][cH:7]1. The solvent is C1CCOC1 (THF). Yield: 70.4%. RXN SMILES: [CH:1]([C:4]1[C:9]([CH2:10][CH:11]=[O:12])=[C:8]([C:13]2[CH:18]=[CH:17][C:16]([F:19])=[CH:15][CH:14]=2)[C:7]([CH2:20][CH2:21][CH2:22][CH2:23][CH3:24])=[C:6]([CH:25]([CH3:27])[CH3:26])[N:5]=1)([CH3:3])[CH3:2].[H-].[H-].[H-].[H-].[Li+].[Al+3]>C1COCC1>[CH:1]([C:4]1[C:9]([CH2:10][CH2:11][OH:12])=[C:8]([C:13]2[CH:14]=[CH:15][C:16]([F:19])=[CH:17][CH:18]=2)[C:7]([CH2:20][CH2:21][CH2:22][CH2:23][CH3:24])=[C:6]([CH:25]([CH3:26])[CH3:27])[N:5]=1)([CH3:2])[CH3:3] |f:1.2.3.4.5.6|. Procedure details: To the intermediate obtained in Step A (20 mg, 0.054 mmol) in dry THF (10 mL) was added dropwise LAH (2 eq., 1M, 0.11 mL) under argon and the mixture was stirred at reflux for 1 h. The reaction was quenched with water (3.9 μL), 20% NaOH (3.9 μL), and water (7.8 μL) again. Concentration afforded a white solid. The product was subjected to a pad of silica gel (CH2Cl2) to afford the title compound as a white solid (14 mg, 0.038mmol, 70%). 1H NMR (300 MHz, CDCl3): δ 7.39 (m, 2 H), 7.12 (m, 2 H), 3.5... The reactants are C(C)(C)C1=NC(=C(C(=C1CC=O)C1=CC=C(C=C1)F)CCCCC)C(C)C (2,6-Diisopropyl-3-(2-oxoethyl)-4-(4-fluorophenyl)-5-pentylpyridine), [H-].[H-].[H-].[H-].[Li+].[Al+3] (LAH). Product: C(C)(C)C1=NC(=C(C(=C1CCO)C1=CC=C(C=C1)F)CCCCC)C(C)C (2,6-Diisopropyl-3-(2-hydroxyethyl)-4-(4-fluorophenyl)-5-pentylpyridine). The reactants are OCC1=C(C=C(C=C1)O)C (4-(hydroxymethyl)-3-methylphenol), [OH-].[Na+] (sodium hydroxide), C(C1=CC=CC=C1)Br (benzyl bromide). The solvent is ClCCl (dichloromethane), C(C)O (ethanol). Run at time 8 hour. The product is CC1=C(C=CC(=C1)OCC1=CC=CC=C1)CO ({2-methyl-4-[(phenylmethyl)oxy]phenyl}methanol). Isolated yield 36.8%. RXN SMILES: [OH:1][CH2:2][C:3]1[CH:8]=[CH:7][C:6]([OH:9])=[CH:5][C:4]=1[CH3:10].[OH-].[Na+].[CH2:13](Br)[C:14]1[CH:19]=[CH:18][CH:17]=[CH:16][CH:15]=1>C(O)C.ClCCl>[CH3:10][C:4]1[CH:5]=[C:6]([O:9][CH2:13][C:14]2[CH:19]=[CH:18][CH:17]=[CH:16][CH:15]=2)[CH:7]=[CH:8][C:3]=1[CH2:2][OH:1] |f:1.2|. Procedure details: To a solution of 4-(hydroxymethyl)-3-methylphenol (4.25 g, 30.8 mmol) in ethanol (90 ml) was added 2M aqueous sodium hydroxide (17 ml, 34 mmol) and then benzyl bromide (3.65 ml, 30.8 mmol, Aldrich). The pale yellow mixture was stirred at ambient temperature under nitrogen overnight. The solvent was removed in vacuo to leave an aqueous suspension. The residue was partitioned between dichloromethane (100 ml) and water (100 ml). The phases were separated and the aqueous phase extracted with dichlor... Reactants: CN(C)C(=O)N1CCC(Cc2n[nH]c(=O)n2-c2ccc(Br)cc2)C1, O=C([O-])[O-], CC1(C)OB(c2ccc3cccnc3c2)OC1(C)C, [K+], [K+], C1COCCO1. The product is CN(C)C(=O)N1CCC(Cc2n[nH]c(=O)n2-c2ccc(-c3ccc4cccnc4c3)cc2)C1. RXN SMILES: [Br:1][c:2]1[cH:3][cH:4][c:5](-[n:8]2[c:9]([CH2:14][CH:15]3[CH2:16][N:17]([C:20](=[O:21])[N:22]([CH3:23])[CH3:24])[CH2:18][CH2:19]3)[n:10][nH:11][c:12]2=[O:13])[cH:6][cH:7]1.[C:44](=[O:45])([O-:46])[O-:47].[CH3:25][C:26]1([CH3:27])[C:28]([CH3:29])([CH3:30])[O:31][B:32]([c:33]2[cH:34][cH:35][c:36]3[cH:37][cH:38][cH:39][n:40][c:41]3[cH:42]2)[O:43]1.[K+:48].[K+:49].[O:50]1[CH2:51][CH2:52][O:53][CH2:54][CH2:55]1>>[c:2]1(-[c:33]2[cH:34][cH:35][c:36]3[cH:37][cH:38][cH:39][n:40][c:41]3[cH:42]2)[cH:3][cH:4][c:5](-[n:8]2[c:9]([CH2:14][CH:15]3[CH2:16][N:17]([C:20](=[O:21])[N:22]([CH3:23])[CH3:24])[CH2:18][CH2:19]3)[n:10][nH:11][c:12]2=[O:13])[cH:6][cH:7]1. Starting materials: O=C(OOC(=O)c1ccccc1)c1ccccc1, ClC(Cl)(Cl)Cl, CCOC(=O)c1onc(-c2ccc(OC)cc2)c1C, O=C1CCC(=O)N1Br. Product: CCOC(=O)c1onc(-c2ccc(OC)cc2)c1CBr. As a reaction SMILES: [C:28]([O:29][O:30][C:31](=[O:32])[c:33]1[cH:34][cH:35][cH:36][cH:37][cH:38]1)(=[O:39])[c:40]1[cH:41][cH:42][cH:43][cH:44][cH:45]1.[C:46]([Cl:47])([Cl:48])([Cl:49])[Cl:50].[CH3:1][O:2][c:3]1[cH:4][cH:5][c:6](-[c:9]2[n:10][o:11][c:12]([C:15](=[O:16])[O:17][CH2:18][CH3:19])[c:13]2[CH3:14])[cH:7][cH:8]1.[O:20]=[C:21]1[N:22]([Br:27])[C:23](=[O:24])[CH2:25][CH2:26]1>>[CH3:1][O:2][c:3]1[cH:4][cH:5][c:6](-[c:9]2[n:10][o:11][c:12]([C:15](=[O:16])[O:17][CH2:18][CH3:19])[c:13]2[CH2:14][Br:27])[cH:7][cH:8]1. Starting materials: Cl.C1(CC1)COC1=C(C=C(C=C1)OC)C=1C2=C(N=CN1)C(=C(N2)C)C(=O)NC2CCNCC2 (4-[2-(cyclopropylmethoxy)-5-methoxyphenyl]-6-methyl-N-piperidin-4-yl-5H-pyrrolo[3,2-d]pyrimidine-7-carboxamide hydrochloride), C(C)(=O)Cl (acetyl chloride). Yields the product C(C)(=O)N1CCC(CC1)NC(=O)C1=C(NC2=C1N=CN=C2C2=C(C=CC(=C2)OC)OCC2CC2)C (N-(1-acetylpiperidin-4-yl)-4-[2-(cyclopropylmethoxy)-5-methoxyphenyl]-6-methyl-5H-pyrrolo[3,2-d]pyrimidine-7-carboxamide). Reaction SMILES: Cl.[CH:2]1([CH2:5][O:6][C:7]2[CH:12]=[CH:11][C:10]([O:13][CH3:14])=[CH:9][C:8]=2[C:15]2[C:16]3[NH:23][C:22]([CH3:24])=[C:21]([C:25]([NH:27][CH:28]4[CH2:33][CH2:32][NH:31][CH2:30][CH2:29]4)=[O:26])[C:17]=3[N:18]=[CH:19][N:20]=2)[CH2:4][CH2:3]1.[C:34](Cl)(=[O:36])[CH3:35]>>[C:34]([N:31]1[CH2:30][CH2:29][CH:28]([NH:27][C:25]([C:21]2[C:17]3[N:18]=[CH:19][N:20]=[C:15]([C:8]4[CH:9]=[C:10]([O:13][CH3:14])[CH:11]=[CH:12][C:7]=4[O:6][CH2:5][CH:2]4[CH2:4][CH2:3]4)[C:16]=3[NH:23][C:22]=2[CH3:24])=[O:26])[CH2:33][CH2:32]1)(=[O:36])[CH3:35] |f:0.1|. Procedure: Starting from 4-[2-(cyclopropylmethoxy)-5-methoxyphenyl]-6-methyl-N-piperidin-4-yl-5H-pyrrolo[3,2-d]pyrimidine-7-carboxamide hydrochloride (example D.f23) and commercially available acetyl chloride the title compound is obtained as colorless solid. The product is C(C1=CC=CC=C1)(C1=CC=CC=C1)NC(C1=CC=C(C=C1)C1=CC2=C(NCCN2CC2=C(C=CC(=C2)Cl)C(F)(F)F)N=C1)=O (N-Benzhydryl-4-{1-[5-chloro-2-(trifluoromethyl)benzyl]-1,2,3,4-tetrahydropyrido[2,3-b]pyrazin-7-yl}benzamide). Procedure: 4-{1-[5-chloro-2-(trifluoromethyl)benzyl]-1,2,3,4-tetrahydropyrido[2,3-b]pyrazin-7-yl}benzoic acid was reacted with benzhydrylamine as in General Procedure 10 to give the title compound. LCMS: m/z=613.00 (M+H+); retention time=1.06 minutes. Starting materials: ClC=1C=CC(=C(CN2C3=C(NCC2)N=CC(=C3)C3=CC=C(C(=O)O)C=C3)C1)C(F)(F)F (4-{1-[5-chloro-2-(trifluoromethyl)benzyl]-1,2,3,4-tetrahydropyrido[2,3-b]pyrazin-7-yl}benzoic acid), C(C1=CC=CC=C1)(C1=CC=CC=C1)N (benzhydrylamine). RXN SMILES: [Cl:1][C:2]1[CH:3]=[CH:4][C:5]([C:28]([F:31])([F:30])[F:29])=[C:6]([CH:27]=1)[CH2:7][N:8]1[CH2:13][CH2:12][NH:11][C:10]2[N:14]=[CH:15][C:16]([C:18]3[CH:26]=[CH:25][C:21]([C:22]([OH:24])=O)=[CH:20][CH:19]=3)=[CH:17][C:9]1=2.[CH:32]([NH2:45])([C:39]1[CH:44]=[CH:43][CH:42]=[CH:41][CH:40]=1)[C:33]1[CH:38]=[CH:37][CH:36]=[CH:35][CH:34]=1>>[CH:32]([NH:45][C:22](=[O:24])[C:21]1[CH:20]=[CH:19][C:18]([C:16]2[CH:15]=[N:14][C:10]3[NH:11][CH2:12][CH2:13][N:8]([CH2:7][C:6]4[CH:27]=[C:2]([Cl:1])[CH:3]=[CH:4][C:5]=4[C:28]([F:31])([F:29])[F:30])[C:9]=3[CH:17]=2)=[CH:26][CH:25]=1)([C:39]1[CH:40]=[CH:41][CH:42]=[CH:43][CH:44]=1)[C:33]1[CH:38]=[CH:37][CH:36]=[CH:35][CH:34]=1. Starting materials: C1CCC2=CC=CC=C12 (Indane), α,α-dichloromethyl lower alkyl ether, C(=O)C1=C2CCCC2=CC=C1 (4-formylindane), C(=O)C=1C=C2CCCC2=CC1 (5-formylindane). Solvent: O (water). Product: CC1=C2CCCC2=CC=C1 (4-methylindane), CC=1C=C2CCCC2=CC1 (5-methylindane). As a reaction SMILES: C1C2C(=CC=CC=2)CC1.[CH:10]([C:12]1[CH:20]=[CH:19][CH:18]=[C:17]2[C:13]=1[CH2:14][CH2:15][CH2:16]2)=O.[CH:21]([C:23]1[CH:24]=[C:25]2[C:29](=[CH:30][CH:31]=1)[CH2:28][CH2:27][CH2:26]2)=O>O>[CH3:10][C:12]1[CH:20]=[CH:19][CH:18]=[C:17]2[C:13]=1[CH2:14][CH2:15][CH2:16]2.[CH3:21][C:23]1[CH:24]=[C:25]2[C:29](=[CH:30][CH:31]=1)[CH2:28][CH2:27][CH2:26]2. Reported procedure: Indane is reacted with an α,α-dichloromethyl lower alkyl ether, the reaction mixture is treated with water to produce a mixture of 4-formylindane and 5-formylindane, the aldehyde isomers are separated and the aldehydes are catalytically hydrogenated to produce 4-methylindane and 5-methylindane. Reactants: N(=NC(=O)OCC)C(=O)OCC.C1(=CC=CC=C1)C (diethyl azodicarboxylate toluene), OC=1C=C(C=O)C=CC1 (3-hydroxybenzaldehyde), C[C@@H](C(=O)OC)O (methyl L-(−)-lactate), C1(=CC=CC=C1)P(C1=CC=CC=C1)C1=CC=CC=C1 (triphenylphosphine), C(O)([O-])=O.[Na+] (sodium hydrogen carbonate). Run in C1CCOC1 (THF). Conditions: time 8 hour. The product is C(=O)C=1C=C(O[C@@H](C(=O)OC)C)C=CC1 (methyl (2R)-2-(3-formylphenoxy)propionate). The yield is 39.2%. As a reaction SMILES: [OH:1][C:2]1[CH:3]=[C:4]([CH:7]=[CH:8][CH:9]=1)[CH:5]=[O:6].[CH3:10][C@H:11](O)[C:12]([O:14][CH3:15])=[O:13].C1(P(C2C=CC=CC=2)C2C=CC=CC=2)C=CC=CC=1.N(C(OCC)=O)=NC(OCC)=O.C1(C)C=CC=CC=1.C(=O)([O-])O.[Na+]>C1COCC1>[CH:5]([C:4]1[CH:3]=[C:2]([CH:9]=[CH:8][CH:7]=1)[O:1][C@H:11]([CH3:10])[C:12]([O:14][CH3:15])=[O:13])=[O:6] |f:3.4,5.6|. Procedure details: 2.50 g of 3-hydroxybenzaldehyde, 2.77 g of methyl L-(−)-lactate, and 6.44 g of triphenylphosphine were dissolved in 25.0 mL of THF, and 22.2 mL of a 2.2 M diethyl azodicarboxylate/toluene solution was added thereto under ice-cooling, followed by stirring at room temperature overnight. To the reaction liquid was added an aqueous saturated sodium hydrogen carbonate solution, followed by extraction with ethyl acetate. The organic layer was washed with saturated brine, and then dried over anhydrous ... Reactants: [O-]CC.[Na+] (sodium ethoxide), ClC1=CC=C(C=C1)CNC=1NCCN1 (2-[(4-chlorophenyl)methyl]amino-2-imidazoline), N(O)=C(C(=O)OCC)C#N (ethyl oximinocyanoacetate), ClC1=CC=C(CN)C=C1 (4-chlorobenzylamine), I.CSC=1NCCN1 (2-(methylthio)-2-imidazoline hydroiodide). Solvent: CCO (EtOH), C(C)O (ethanol), CCO (EtOH). Reaction conditions: time 2 hour. The product is NC=1N(C=2N(C(C1N=O)=O)CCN2)CC2=CC=C(C=C2)Cl (7-Amino-2,3-Dihydro-8-[(4-Chlorophenyl)Methyl]-6-Nitrosoimidazo[1,2-a]Pyrimidin-5(8H)-One). Yield: 77.0%. As a reaction SMILES: ClC1C=CC(CN)=CC=1.I.CSC1NCCN=1.[O-]CC.[Na+].[Cl:22][C:23]1[CH:28]=[CH:27][C:26]([CH2:29][NH:30][C:31]2[NH:32][CH2:33][CH2:34][N:35]=2)=[CH:25][CH:24]=1.[N:36](=[C:38]([C:44]#[N:45])[C:39](OCC)=[O:40])[OH:37]>CCO>[NH2:45][C:44]1[N:30]([CH2:29][C:26]2[CH:25]=[CH:24][C:23]([Cl:22])=[CH:28][CH:27]=2)[C:31]2[N:35]([CH2:34][CH2:33][N:32]=2)[C:39](=[O:40])[C:38]=1[N:36]=[O:37] |f:1.2,3.4|. Reported procedure: To a solution of 62.30 g. 0.44 mol) of 4-chlorobenzylamine in 500 ml absolute EtOH (dried over 4A molecular sieve aluminosilicate desiccant) is added 107.40 g (0.44 mol) 2-(methylthio)-2-imidazoline hydroiodide. The mixture is heated to boiling on a steam bath in an open flask and about 150 ml of the ethanol is allowed to slowly boil off over 2 hr. This solution is added while still hot to 1.76 mole of sodium ethoxide in 1650 ml absolute EtOH. To the resulting stirred, basic solution of 2-[(4-ch...